From a dataset of the Open Reaction Database (ORD), a public repository of structured organic reaction records. describe an organic reaction: reactants, conditions, products, and yield Starting materials: BrC=1C=NC(=NC1)N1C(CCC1)=O (1-(5-bromopyrimidin-2-yl)pyrrolidin-2-one), OC(C[C@@]1(CCN(C(O1)=O)[C@@H](C)C1=CC=C(C=C1)B1OC(C(O1)(C)C)(C)C)C1=CC=CC=C1)(C)C ((S)-6-(2-hydroxy-2-methylpropyl)-6-phenyl-3-{(S)-1-[4-(4,4,5,5-tetramethyl-1,3,2-dioxaborolan-2-yl)phenyl]ethyl}-1,3-oxazinan-2-one). The product is OC(C[C@@]1(CCN(C(O1)=O)[C@@H](C)C1=CC=C(C=C1)C=1C=NC(=NC1)N1C(CCC1)=O)C1=CC=CC=C1)(C)C ((S)-6-(2-hydroxy-2-methylpropyl)-3-((S)-1-{4-[2-(2-oxopyrrolidin-1-yl)pyrimidin-5-yl)phenyl]ethyl}-6-phenyl-1,3-oxazinan-2-one). Reaction SMILES: Br[C:2]1[CH:3]=[N:4][C:5]([N:8]2[CH2:12][CH2:11][CH2:10][C:9]2=[O:13])=[N:6][CH:7]=1.[OH:14][C:15]([CH3:48])([CH3:47])[CH2:16][C@@:17]1([C:41]2[CH:46]=[CH:45][CH:44]=[CH:43][CH:42]=2)[O:22][C:21](=[O:23])[N:20]([C@H:24]([C:26]2[CH:31]=[CH:30][C:29](B3OC(C)(C)C(C)(C)O3)=[CH:28][CH:27]=2)[CH3:25])[CH2:19][CH2:18]1>>[OH:14][C:15]([CH3:47])([CH3:48])[CH2:16][C@@:17]1([C:41]2[CH:46]=[CH:45][CH:44]=[CH:43][CH:42]=2)[O:22][C:21](=[O:23])[N:20]([C@H:24]([C:26]2[CH:27]=[CH:28][C:29]([C:2]3[CH:3]=[N:4][C:5]([N:8]4[CH2:12][CH2:11][CH2:10][C:9]4=[O:13])=[N:6][CH:7]=3)=[CH:30][CH:31]=2)[CH3:25])[CH2:19][CH2:18]1. Procedure: The title compound was prepared from 1-(5-bromopyrimidin-2-yl)pyrrolidin-2-one and (S)-6-(2-hydroxy-2-methylpropyl)-6-phenyl-3-{(S)-1-[4-(4,4,5,5-tetramethyl-1,3,2-dioxaborolan-2-yl)phenyl]ethyl}-1,3-oxazinan-2-one following a procedure analogous to that described in Example 28. LC (method 4): tR=1.02 min; Mass spectrum (ESI+): m/z=515 [M+H]+; 1H NMR (CD3OD) δ 0.81 (s, 3H), 1.17 (s, 3H), 1.47 (d, 3H), 2.09 (m, 3H), 2.13 (m, 2H), 2.41 (m, 2H), 2.57 (m, 2H), 2.96 (m, 1H), 4.08 (m, 2H), 5.52 (m, 1H...